Dataset: the Open Reaction Database (ORD), a public repository of structured organic reaction records. Task: describe an organic reaction: reactants, conditions, products, and yield Starting materials: CN([C@@H](C(=O)NC=1C=C2C=CN=CC2=CC1)C1=CC=CC=C1)C ((R)-2-(dimethylamino)-N-(isoquinolin-6-yl)-2-phenylacetamide), Cl (HCl). Solvent: C(Cl)Cl (CH2Cl2). Product: Cl.Cl.CN([C@@H](C(=O)NC=1C=C2C=CN=CC2=CC1)C1=CC=CC=C1)C ((R)-2-(dimethylamino)-N-(isoquinolin-6-yl)-2-phenylacetamide dihydrochloride). Reaction SMILES: [CH3:1][N:2]([CH3:23])[C@H:3]([C:17]1[CH:22]=[CH:21][CH:20]=[CH:19][CH:18]=1)[C:4]([NH:6][C:7]1[CH:8]=[C:9]2[C:14](=[CH:15][CH:16]=1)[CH:13]=[N:12][CH:11]=[CH:10]2)=[O:5].[ClH:24]>C(Cl)Cl>[ClH:24].[ClH:24].[CH3:1][N:2]([CH3:23])[C@H:3]([C:17]1[CH:22]=[CH:21][CH:20]=[CH:19][CH:18]=1)[C:4]([NH:6][C:7]1[CH:8]=[C:9]2[C:14](=[CH:15][CH:16]=1)[CH:13]=[N:12][CH:11]=[CH:10]2)=[O:5] |f:3.4.5|. Procedure: To (R)-2-amino-N-(isoquinolin-6-yl)-2-phenylacetamide dihydrochloride (E2) in MeOH was added CH2O (37%), AcOH and NaCNBH3. After stirring for 1.5 hours the solution was poured into NaHCO3(sat) and extracted with EtOAc, dried (Na2SO4), filtered and concentrated. Column chromatography Hexanes/EtOAc gave pure (R)-2-(dimethylamino)-N-(isoquinolin-6-yl)-2-phenylacetamide. To (R)-2-(dimethylamino)-N-(isoquinolin-6-yl)-2-phenylacetamide was added CH2Cl2 and HCl (4N in dioxane) and the solvents were eva... Starting materials: CC(C)(C)OC(=O)NCCN, CS(=O)(=O)Nn1c(=O)[nH]c2cc([N+](=O)[O-])c(F)cc2c1=O. The product is CC(C)(C)OC(=O)NCCNc1cc2c(=O)n(NS(C)(=O)=O)c(=O)[nH]c2cc1[N+](=O)[O-]. Reaction SMILES: [C:22]([CH3:23])([CH3:24])([CH3:25])[O:26][C:27]([NH:28][CH2:29][CH2:30][NH2:31])=[O:32].[F:1][c:2]1[cH:3][c:4]2[c:5](=[O:21])[n:6]([NH:16][S:17](=[O:18])(=[O:19])[CH3:20])[c:7](=[O:15])[nH:8][c:9]2[cH:10][c:11]1[N+:12](=[O:13])[O-:14]>>[c:2]1([NH:31][CH2:30][CH2:29][NH:28][C:27]([O:26][C:22]([CH3:23])([CH3:24])[CH3:25])=[O:32])[cH:3][c:4]2[c:5](=[O:21])[n:6]([NH:16][S:17](=[O:18])(=[O:19])[CH3:20])[c:7](=[O:15])[nH:8][c:9]2[cH:10][c:11]1[N+:12](=[O:13])[O-:14]. The reactants are NC1=CC=C(OCCN2CCN(CC2)C(=O)C2=CC=C(C=C2)NS(=O)(=O)C)C=C1 (N-[4-[[4-[2-(4-aminophenoxy)ethyl]-1-piperazinyl]carbonyl]phenyl]methanesulfonamide), N1=CC=CC=C1 (pyridine), CS(=O)(=O)Cl (methanesulfonyl chloride), Cl (hydrochloride), Cl (HCl). Run in C(Cl)Cl (CH2Cl2). Run at time 2 hour. Yields the product CS(=O)(=O)NC1=CC=C(OCCN2CCN(CC2)C(=O)C2=CC=C(C=C2)NS(=O)(=O)C)C=C1 (N-[4-[[4-[2-[4-(Methylsulfonylamino)phenoxy]ethyl]-1-piperazinyl]carbonyl]phenyl]methanesulfonamide). The yield is 47.7%. RXN SMILES: [NH2:1][C:2]1[CH:29]=[CH:28][C:5]([O:6][CH2:7][CH2:8][N:9]2[CH2:14][CH2:13][N:12]([C:15]([C:17]3[CH:22]=[CH:21][C:20]([NH:23][S:24]([CH3:27])(=[O:26])=[O:25])=[CH:19][CH:18]=3)=[O:16])[CH2:11][CH2:10]2)=[CH:4][CH:3]=1.N1C=CC=CC=1.[CH3:36][S:37](Cl)(=[O:39])=[O:38].Cl>C(Cl)Cl>[CH3:36][S:37]([NH:1][C:2]1[CH:29]=[CH:28][C:5]([O:6][CH2:7][CH2:8][N:9]2[CH2:10][CH2:11][N:12]([C:15]([C:17]3[CH:22]=[CH:21][C:20]([NH:23][S:24]([CH3:27])(=[O:26])=[O:25])=[CH:19][CH:18]=3)=[O:16])[CH2:13][CH2:14]2)=[CH:4][CH:3]=1)(=[O:39])=[O:38]. Procedure: To the above amine (1.50 g, 3.59 mmol) in CH2Cl2 (30 mL) at 0° C. under nitrogen was added pyridine (0.58 mL, 7.18 mmol) and methanesulfonyl chloride (0.42 mL, 5.38 mmol). After stirring for 2 hours, the mixture was partitioned between 10% aqueous NaHCO3 and 4:1 CH2Cl2 /isopropanol. The organic phase was dried and concentrated to afford a residue which was treated with ethanolic HCl to give 0.85 g (48%) of the title compound as a hydrochloride: mp: 170°-175° C.; 1H NMR (DMSO-d6): δ10.12 (s, 1H),... Reactants: CC1(OC2=C([C@H]([C@@H]1O)N1C(C3=CC=CC=C3C1)=O)C=CC(=C2)[N+](=O)[O-])C (trans-2-(3,4-dihydro-2,2-dimethyl-3-hydroxy-7-nitro-2H-1-benzopyran-4-yl)-2,3-dihydro-1H-isoindol-1-one). The reagents and catalysts are [Pd] (Pd/C). Run in CO (methanol). Run at time 4 hour. The product is CC1(OC2=C([C@H]([C@@H]1O)N1C(C3=CC=CC=C3C1)=O)C=CC(=C2)N)C (trans-2-(3,4-Dihydro-2,2-dimethyl-3-hydroxy-7-amino-2H-1-benzopyran-4-yl)-2,3-dihydro-1H-isoindol-1-one). Reaction SMILES: [CH3:1][C:2]1([CH3:26])[C@@H:7]([OH:8])[C@H:6]([N:9]2[CH2:17][C:16]3[C:11](=[CH:12][CH:13]=[CH:14][CH:15]=3)[C:10]2=[O:18])[C:5]2[CH:19]=[CH:20][C:21]([N+:23]([O-])=O)=[CH:22][C:4]=2[O:3]1>CO.[Pd]>[CH3:1][C:2]1([CH3:26])[C@@H:7]([OH:8])[C@H:6]([N:9]2[CH2:17][C:16]3[C:11](=[CH:12][CH:13]=[CH:14][CH:15]=3)[C:10]2=[O:18])[C:5]2[CH:19]=[CH:20][C:21]([NH2:23])=[CH:22][C:4]=2[O:3]1. Reported procedure: A mixture of 1.01 g (2.85 mmol) of trans-2-(3,4-dihydro-2,2-dimethyl-3-hydroxy-7-nitro-2H-1-benzopyran-4-yl)-2,3-dihydro-1H-isoindol-1-one and 250 mg of 10% Pd/C in methanol (30 mL) was hydrogenated at atmospheric pressure for 4 hours. Filtration through Solka Floc® using a methanol rinse and concentration gave crude title compound which was used without further purification. Starting materials: N12C[C@@H](C(CC1)CC2)OC2=CC=C(OC1=CC=C(C=C1)O)C=C2 (4-{4-[(3R)-1-azabicyclo[2.2.2]oct-3-yloxy]phenoxy}phenol), CO (MeOH), C(\C=C\C(=O)O)(=O)O (fumaric acid). Solvent: C(C)(=O)OCC (ethyl acetate). Reaction conditions: time 8 hour. The product is C(\C=C\C(=O)O)(=O)O.N12C[C@@H](C(CC1)CC2)OC2=CC=C(OC1=CC=C(C=C1)O)C=C2 (4-{4-[(3R)-1-azabicyclo[2.2.2]oct-3-yloxy]phenoxy}phenol fumarate). Yield: 53.0%. RXN SMILES: [N:1]12[CH2:8][CH2:7][CH:4]([CH2:5][CH2:6]1)[C@@H:3]([O:9][C:10]1[CH:23]=[CH:22][C:13]([O:14][C:15]3[CH:20]=[CH:19][C:18]([OH:21])=[CH:17][CH:16]=3)=[CH:12][CH:11]=1)[CH2:2]2.CO.[C:26]([OH:33])(=[O:32])/[CH:27]=[CH:28]/[C:29]([OH:31])=[O:30]>C(OCC)(=O)C>[C:26]([OH:33])(=[O:32])/[CH:27]=[CH:28]/[C:29]([OH:31])=[O:30].[N:1]12[CH2:8][CH2:7][CH:4]([CH2:5][CH2:6]1)[C@@H:3]([O:9][C:10]1[CH:11]=[CH:12][C:13]([O:14][C:15]3[CH:20]=[CH:19][C:18]([OH:21])=[CH:17][CH:16]=3)=[CH:22][CH:23]=1)[CH2:2]2 |f:4.5|. Procedure details: The product of Example 9A (48 mg, 0.15 mmol) in ethyl acetate:MeOH (3 mL, 10:1) was treated with fumaric acid (Aldrich, 17.4 mg, 0.15 mmol) at room temperature and stirred overnight to provide the title compound as a solid (34 mg, yield, 62%). 1H NMR (MeOH-d4, 300 MHz) δ 1.73–2.19 (m, 3H), 2.21–2.40 (m, 1H), 2.41–2.56 (m, 1H), 3.03–3.27 (m, 5H), 3.59–3.73 (m, 1H), 4.67 (m, 1H), 6.67 (s, 1H), 6.67–6.98 (m, 8H) ppm. MS (DCl/NH3) m/z 312 (M+H)+. Anal. Calculated for C19H21NO3.0.5C4H4O4. 0.35H2O C, ... Reactants: ClC1=C(C=NC2=CC(=C(C=C12)OC)OC)C#N (4-chloro-6,7-dimethoxy-3-quinolinecarbonitrile), NC=1C=C(C=CC1)O (3-aminophenol). Product: OC=1C=C(C=CC1)NC1=C(C=NC2=CC(=C(C=C12)OC)OC)C#N (4-(3-Hydroxy-phenylamino)-6,7-dimethoxy-quinoline-3-carbonitrile). Yield: 91.8%. Reaction SMILES: Cl[C:2]1[C:11]2[C:6](=[CH:7][C:8]([O:14][CH3:15])=[C:9]([O:12][CH3:13])[CH:10]=2)[N:5]=[CH:4][C:3]=1[C:16]#[N:17].[NH2:18][C:19]1[CH:20]=[C:21]([OH:25])[CH:22]=[CH:23][CH:24]=1>>[OH:25][C:21]1[CH:20]=[C:19]([NH:18][C:2]2[C:11]3[C:6](=[CH:7][C:8]([O:14][CH3:15])=[C:9]([O:12][CH3:13])[CH:10]=3)[N:5]=[CH:4][C:3]=2[C:16]#[N:17])[CH:24]=[CH:23][CH:22]=1. Procedure: Using the method described in Example 105, 0.7 g of 4-chloro-6,7-dimethoxy-3-quinolinecarbonitrile and 0.38 g of 3-aminophenol was converted to 0.83 g of the title compound: mass spectrum (electrospray, m/e,): 321.9, 322.8 (M+H)+ The reactants are [N+](=O)([O-])C=1C=CC(=NC1)OC1=CC=C(C=C1)C(=O)N1CCN(CC1)CC1=CC=2OCOC2C=C1 ([4-(5-nitropyridin-2-yloxy)phenyl](4-piperonylpiperazin-1-yl)methanone), C(C)O (ethanol). Reagents/catalysts: [Pt].[C] (platinum carbon). Run in C1CCOC1 (THF). Yields the product NC=1C=CC(=NC1)OC1=CC=C(C=C1)C(=O)N1CCN(CC1)CC1=CC=2OCOC2C=C1 ([4-(5-aminopyridin-2-yloxy)phenyl](4-piperonylpiperazin-1-yl)methanone). As a reaction SMILES: [N+:1]([C:4]1[CH:5]=[CH:6][C:7]([O:10][C:11]2[CH:16]=[CH:15][C:14]([C:17]([N:19]3[CH2:24][CH2:23][N:22]([CH2:25][C:26]4[CH:34]=[CH:33][C:32]5[O:31][CH2:30][O:29][C:28]=5[CH:27]=4)[CH2:21][CH2:20]3)=[O:18])=[CH:13][CH:12]=2)=[N:8][CH:9]=1)([O-])=O.C(O)C>[Pt].[C].C1COCC1>[NH2:1][C:4]1[CH:5]=[CH:6][C:7]([O:10][C:11]2[CH:12]=[CH:13][C:14]([C:17]([N:19]3[CH2:20][CH2:21][N:22]([CH2:25][C:26]4[CH:34]=[CH:33][C:32]5[O:31][CH2:30][O:29][C:28]=5[CH:27]=4)[CH2:23][CH2:24]3)=[O:18])=[CH:15][CH:16]=2)=[N:8][CH:9]=1 |f:2.3|. Reported procedure: [4-(5-nitropyridin-2-yloxy)phenyl](4-piperonylpiperazin-1-yl)methanone (0.36 g, 0.78 mmol) was dissolved in a mixed solvent consisting of ethanol (5 mL) and THF (5 mL). To the resulting solution was added 5% platinum-carbon (0.06 g), and stirred at room temperature under a hydrogen atmosphere. Two hours later, the 5% platinum-carbon was removed by filtration, and the solvent was evaporated under reduced pressure, to thereby yield 0.32 g of the title compound.